describe an organic reaction: reactants, conditions, products, and yield From a dataset of the Open Reaction Database (ORD), a public repository of structured organic reaction records. Starting materials: S1C(=CC=C1)C(C1=CC=CC=C1)=C1CCN(CC1)CCCN1C(C=2C(C1=O)=CC=CC2)=O (4-[α-(2-thienyl)benzylidene]-1-(3-phthalimidopropyl) piperidine), O.NN (hydrazine hydrate). Yields the product NCCCN1CCC(CC1)=C(C1=CC=CC=C1)C=1SC=CC1 (1-(3-Aminopropyl)-4-[α-(2-thienyl)-benzylidene]piperidine). Isolated yield 92.0%. RXN SMILES: [S:1]1[CH:5]=[CH:4][CH:3]=[C:2]1[C:6](=[C:13]1[CH2:18][CH2:17][N:16]([CH2:19][CH2:20][CH2:21][N:22]2C(=O)C3=CC=CC=C3C2=O)[CH2:15][CH2:14]1)[C:7]1[CH:12]=[CH:11][CH:10]=[CH:9][CH:8]=1.O.NN>>[NH2:22][CH2:21][CH2:20][CH2:19][N:16]1[CH2:17][CH2:18][C:13](=[C:6]([C:2]2[S:1][CH:5]=[CH:4][CH:3]=2)[C:7]2[CH:12]=[CH:11][CH:10]=[CH:9][CH:8]=2)[CH2:14][CH2:15]1 |f:1.2|. Procedure: The title compound was prepared in a yield of 92% in a similar manner to that described in Preparation 15' by reacting 4-[α-(2-thienyl)benzylidene]-1-(3-phthalimidopropyl) piperidine (prepared as described in Preparation 54') and hydrazine hydrate. Reactants: CC(=O)O, CCOCC, O=[N+]([O-])c1cc(C2SCCCS2)c(Cl)cc1F, [Fe], C1CCOC1. The product is Nc1cc(C2SCCCS2)c(Cl)cc1F. Reaction SMILES: [CH3:23][C:24](=[O:25])[OH:26].[CH3:27][CH2:28][O:29][CH2:30][CH3:31].[Cl:1][c:2]1[c:3]([CH:12]2[S:13][CH2:14][CH2:15][CH2:16][S:17]2)[cH:4][c:5]([N+:9]([O-:10])=[O:11])[c:6]([F:8])[cH:7]1.[Fe:32].[O:18]1[CH2:19][CH2:20][CH2:21][CH2:22]1>>[Cl:1][c:2]1[c:3]([CH:12]2[S:13][CH2:14][CH2:15][CH2:16][S:17]2)[cH:4][c:5]([NH2:9])[c:6]([F:8])[cH:7]1. The reactants are CC(C)OC(=O)c1ccc(OC(C)C)c(C(F)(F)F)c1, CCO, [Na+], [OH-]. Yields the product CC(C)Oc1ccc(C(=O)O)cc1C(F)(F)F. RXN SMILES: [CH3:1][CH:2]([CH3:3])[O:4][c:5]1[c:6]([C:17]([F:18])([F:19])[F:20])[cH:7][c:8]([C:9](=[O:10])[O:11][CH:12]([CH3:13])[CH3:14])[cH:15][cH:16]1.[CH3:23][CH2:24][OH:25].[Na+:22].[OH-:21]>>[CH3:1][CH:2]([CH3:3])[O:4][c:5]1[c:6]([C:17]([F:18])([F:19])[F:20])[cH:7][c:8]([C:9](=[O:10])[OH:11])[cH:15][cH:16]1.